From a dataset of the Open Reaction Database (ORD), a public repository of structured organic reaction records. describe an organic reaction: reactants, conditions, products, and yield The product is CC1=C(NCCC(=S)N)C=C(C(=C1)C)C (3-(2,4,5-Trimethylanilino)thiopropionamide). The solvent is CN(C)CCO (dimethylaminoethanol). Reactants: CC1=C(NCCC#N)C=C(C(=C1)C)C (3-(2,4,5-trimethylanilino)propionitrile), S (hydrogen sulfide), C(O)C1=C(NCCC(=S)N)C=C(C(=C1)CO)CO (3-(2,4,5-trimethylolanilino)thiopropionamide). Procedure: To a cold solution of 3-(2,4,5-trimethylanilino)propionitrile (18.9 g.) in dimethylaminoethanol (40 g.) is added hydrogen sulfide (3.5 g.). After three days at room temperature, the mixture is poured on ice and the resulting solid is collected by filtration and recrystallized from benzene to afford 14 g. of 3-(2,4,5-trimethylolanilino)thiopropionamide; m. p. 109.5°-111° C. As a reaction SMILES: CC1C=C(C)C(C)=CC=1NCCC#N.S.[CH2:16]([C:18]1[CH:29]=[C:28]([CH2:30]O)[C:27]([CH2:32]O)=[CH:26][C:19]=1[NH:20][CH2:21][CH2:22][C:23]([NH2:25])=[S:24])O>CN(CCO)C>[CH3:16][C:18]1[CH:29]=[C:28]([CH3:30])[C:27]([CH3:32])=[CH:26][C:19]=1[NH:20][CH2:21][CH2:22][C:23]([NH2:25])=[S:24]. Run at time 3 day. Reported procedure: To a mixture of 3-iodo-6-methyl-2-[1-(9H-purin-6-ylamino)propyl]-4H-pyrido[1,2-a]pyrimidin-4-one (from example 3, step 2; 0.030 g, 0.065 mmol) and (3-fluorophenyl)boronic acid (Aldrich, 10.9 mg, 0.0780 mmol) in 1,4-dioxane (0.5 mL) was added a 1 M solution of sodium carbonate (8.27 mg, 0.0780 mmol) in water (0.077 mL) and tetrakis(triphenylphosphine)palladium (0) (3.76 mg, 0.00325 mmol). The reaction mixture was heated at 100° C. overnight. After cooling to rt, the mixture was diluted with EtOAc... Run in O (water), CCOC(=O)C (EtOAc), O1CCOCC1 (1,4-dioxane). Reaction SMILES: I[C:2]1[C:7](=[O:8])[N:6]2[C:9]([CH3:13])=[CH:10][CH:11]=[CH:12][C:5]2=[N:4][C:3]=1[CH:14]([NH:17][C:18]1[N:26]=[CH:25][N:24]=[C:23]2[C:19]=1[N:20]=[CH:21][NH:22]2)[CH2:15][CH3:16].[F:27][C:28]1[CH:29]=[C:30](B(O)O)[CH:31]=[CH:32][CH:33]=1.C(=O)([O-])[O-].[Na+].[Na+]>O1CCOCC1.O.CCOC(C)=O.C1C=CC([P]([Pd]([P](C2C=CC=CC=2)(C2C=CC=CC=2)C2C=CC=CC=2)([P](C2C=CC=CC=2)(C2C=CC=CC=2)C2C=CC=CC=2)[P](C2C=CC=CC=2)(C2C=CC=CC=2)C2C=CC=CC=2)(C2C=CC=CC=2)C2C=CC=CC=2)=CC=1>[F:27][C:28]1[CH:33]=[C:32]([C:2]2[C:7](=[O:8])[N:6]3[C:9]([CH3:13])=[CH:10][CH:11]=[CH:12][C:5]3=[N:4][C:3]=2[CH:14]([NH:17][C:18]2[N:26]=[CH:25][N:24]=[C:23]3[C:19]=2[N:20]=[CH:21][NH:22]3)[CH2:15][CH3:16])[CH:31]=[CH:30][CH:29]=1 |f:2.3.4,^1:59,61,80,99|. Yields the product FC=1C=C(C=CC1)C1=C(N=C2N(C1=O)C(=CC=C2)C)C(CC)NC2=C1N=CNC1=NC=N2 (3-(3-fluorophenyl)-6-methyl-2-[1-(9H-purin-6-ylamino)propyl]-4H-pyrido[1,2-a]pyrimidin-4-one). Conditions: temperature 100 celsius. Starting materials: solution, C([O-])([O-])=O.[Na+].[Na+] (sodium carbonate), IC1=C(N=C2N(C1=O)C(=CC=C2)C)C(CC)NC2=C1N=CNC1=NC=N2 (3-iodo-6-methyl-2-[1-(9H-purin-6-ylamino)propyl]-4H-pyrido[1,2-a]pyrimidin-4-one), FC=1C=C(C=CC1)B(O)O ((3-fluorophenyl)boronic acid). Reagents/catalysts: C=1C=CC(=CC1)[P](C=2C=CC=CC2)(C=3C=CC=CC3)[Pd]([P](C=4C=CC=CC4)(C=5C=CC=CC5)C=6C=CC=CC6)([P](C=7C=CC=CC7)(C=8C=CC=CC8)C=9C=CC=CC9)[P](C=1C=CC=CC1)(C=1C=CC=CC1)C=1C=CC=CC1 (tetrakis(triphenylphosphine)palladium). The reactants are C(=C)[Si](C=C)(C=C)C=C (tetravinyl silane), C1(=CC=CC=C1)PC1=CC=CC=C1 (diphenylphosphine), 720g, C1(=CC=CC=C1)PC1=CC=CC=C1 (diphenyl phosphine). The solvent is C1(=CC=CC=C1)C (toluene). The product is C1(=CC=CC=C1)P(C1=CC=CC=C1)CC[Si](CCP(C1=CC=CC=C1)C1=CC=CC=C1)(CCP(C1=CC=CC=C1)C1=CC=CC=C1)CCP(C1=CC=CC=C1)C1=CC=CC=C1 (tetrakis-(diphenylphosphinoethyl) silane). The yield is 39.2%. Reaction SMILES: [CH:1]([Si:3]([CH:8]=[CH2:9])([CH:6]=[CH2:7])[CH:4]=[CH2:5])=[CH2:2].[C:10]1([PH:16][C:17]2[CH:22]=[CH:21][CH:20]=[CH:19][CH:18]=2)[CH:15]=[CH:14][CH:13]=[CH:12][CH:11]=1>C1(C)C=CC=CC=1>[C:17]1([P:16]([CH2:2][CH2:1][Si:3]([CH2:8][CH2:9][P:16]([C:17]2[CH:18]=[CH:19][CH:20]=[CH:21][CH:22]=2)[C:10]2[CH:15]=[CH:14][CH:13]=[CH:12][CH:11]=2)([CH2:6][CH2:7][P:16]([C:10]2[CH:11]=[CH:12][CH:13]=[CH:14][CH:15]=2)[C:17]2[CH:18]=[CH:19][CH:20]=[CH:21][CH:22]=2)[CH2:4][CH2:5][P:16]([C:10]2[CH:11]=[CH:12][CH:13]=[CH:14][CH:15]=2)[C:17]2[CH:18]=[CH:19][CH:20]=[CH:21][CH:22]=2)[C:10]2[CH:11]=[CH:12][CH:13]=[CH:14][CH:15]=2)[CH:18]=[CH:19][CH:20]=[CH:21][CH:22]=1. Procedure details: A mixture of 27.2 g (0.2 mole) of tetravinyl silane and 149.5 g (0.804 mole) diphenylphosphine was reacted in a quartz pressure tube at 200° C. with u.v. light initiation until most of the diphenyl phosphine was converted. The hot, molten reaction mixture was added to 720g of hot toluene with stirring. The tetraaduct product precipitated from the solution as a white crystalline solid. The mixture was allowed to coolto ambient temperature and then filtered with suction. After washing with toluene... Reactants: [BH4-], O=C(O)CNc1cccc(F)c1, I, [Na+]. Product: OCCNc1cccc(F)c1. Reaction SMILES: [BH4-:13].[F:1][c:2]1[cH:3][c:4]([NH:8][CH2:9][C:10](=[O:11])[OH:12])[cH:5][cH:6][cH:7]1.[I:15].[Na+:14]>>[F:1][c:2]1[cH:3][c:4]([NH:8][CH2:9][CH2:10][OH:11])[cH:5][cH:6][cH:7]1. Reactants: [Na] (sodium), BrC12CC3(CC(CC(C1)C3)(C2)C)C (1-bromo-3,5-dimethyladamantane). The solvent is C1(=CC(=CC=C1)C)C (m-xylene). The product is CC12CC3(CC(CC(C1)(C3)C)C2)C23CC1(CC(CC(C2)C1)(C3)C)C (3,3′,5,5′-tetramethyl-1,1′-biadamantane). RXN SMILES: Br[C:2]12[CH2:11][C:6]3([CH3:12])[CH2:7][CH:8]([CH2:10][C:4]([CH3:13])([CH2:5]3)[CH2:3]1)[CH2:9]2.[Na]>C1(C)C=CC=C(C)C=1>[CH3:8][C:2]12[CH2:9][CH:8]3[CH2:7][C:6]([CH3:12])([CH2:5][C:4]([C:13]45[CH2:13][C:4]6([CH3:10])[CH2:3][CH:2]([CH2:11][C:6]([CH3:12])([CH2:5]6)[CH2:7]4)[CH2:9]5)([CH2:10]3)[CH2:3]1)[CH2:11]2 |^1:13|. Reported procedure: A coupling reaction of 1-bromo-3,5-dimethyladamantane (Compound A100, product of Aldrich) is caused in m-xylene by the addition of metal sodium, whereby 3,3′,5,5′-tetramethyl-1,1′-biadamantane (Compound A101) is obtained. Compound A101 is then brominated with bromine into a dibromotetramethylbiadamantane derivative (Compound A102). Compound (A102) is reacted with vinyl bromide into Compound A103. The compound A103 is reacted with t-butoxypotassium to obtain 5,5′,7,7′-tetramethyl-3,3′-diethynyl-1... The reactants are O=C(O)c1ccc(C(=O)c2ccccc2)cc1, ClCCl, O=S(Cl)Cl. Product: O=C(Cl)c1ccc(C(=O)c2ccccc2)cc1. As a reaction SMILES: [C:1]([c:2]1[cH:3][cH:4][cH:5][cH:6][cH:7]1)(=[O:8])[c:9]1[cH:10][cH:11][c:12]([C:13](=[O:14])[OH:15])[cH:16][cH:17]1.[CH2:22]([Cl:23])[Cl:24].[S:18]([Cl:19])([Cl:20])=[O:21]>>[C:1]([c:2]1[cH:3][cH:4][cH:5][cH:6][cH:7]1)(=[O:8])[c:9]1[cH:10][cH:11][c:12]([C:13](=[O:14])[Cl:20])[cH:16][cH:17]1. Starting materials: CC(=O)c1cc(Cl)c(N)c(Cl)c1, OCCO, Cc1ccc(S(=O)(=O)O)cc1, c1ccccc1, c1cc[nH+]cc1. The product is CC1(c2cc(Cl)c(N)c(Cl)c2)OCCO1. RXN SMILES: [NH2:1][c:2]1[c:3]([Cl:12])[cH:4][c:5]([C:9]([CH3:10])=[O:11])[cH:6][c:7]1[Cl:8].[OH:30][CH2:31][CH2:32][OH:33].[c:13]1([CH3:14])[cH:15][cH:16][c:17]([S:18]([OH:19])(=[O:20])=[O:21])[cH:22][cH:23]1.[cH:34]1[cH:35][cH:36][cH:37][cH:38][cH:39]1.[nH+:24]1[cH:25][cH:26][cH:27][cH:28][cH:29]1>>[NH2:1][c:2]1[c:3]([Cl:12])[cH:4][c:5]([C:9]2([CH3:10])[O:11][CH2:32][CH2:31][O:30]2)[cH:6][c:7]1[Cl:8]. Reactants: CC(=O)OCc1cc(C)ncc1CO, O=[Cr](=O)=O, c1ccncc1. The product is CC(=O)OCc1cc(C)ncc1C=O. RXN SMILES: [CH3:1][c:2]1[n:3][cH:4][c:5]([CH2:13][OH:14])[c:6]([CH2:8][O:9][C:10]([CH3:11])=[O:12])[cH:7]1.[O:15]=[Cr:16](=[O:17])=[O:18].[cH:19]1[cH:20][cH:21][n:22][cH:23][cH:24]1>>[CH3:1][c:2]1[n:3][cH:4][c:5]([CH:13]=[O:14])[c:6]([CH2:8][O:9][C:10]([CH3:11])=[O:12])[cH:7]1.